This data is from the Open Reaction Database (ORD), a public repository of structured organic reaction records. The task is: describe an organic reaction: reactants, conditions, products, and yield Starting materials: ON1N=NC2=C1C=CC=C2 (1-hydroxybenzotriazole), OC1=C(C=C(C=C1)C=1C=C(NC(N1)=O)C1=CC=C(C=C1)OCC(=O)O)C (({4-[6-(4-hydroxy-3-methylphenyl)-2-oxo-2,3-dihydropyrimidin-4-yl]phenyl}oxy)-acetic acid), OC1=C(C=C(C=C1)C=1C=C(NC(N1)=O)C1=CC=C(C=C1)OCC(=O)O)C (({4-[6-(4-hydroxy-3-methylphenyl)-2-oxo-2,3-dihydropyrimidin-4-yl]phenyl}oxy)-acetic acid), O1CCN(CC1)CCN (2-morpholinoethanamine), ClC(C)Cl (dichloroethane), CCN=C=NCCC[N+](C)(C)C.[I-] (1-[3-(dimethylamino)propyl]-3-ethylcarbodiimide methiodide). Run in CN(C=O)C (N,N-dimethylformamide). Reaction conditions: time 15 hour. Yields the product OC1=C(C=C(C=C1)C=1C=C(NC(N1)=O)C1=CC=C(C=C1)OCC(=O)NCCN1CCCCC1)C (2-({4-[6-(4-hydroxy-3-methylphenyl)-2-oxo-2,3-dihydropyrimidin-4-yl]phenyl}oxy)-N-(2-piperidin-1-ylethyl)acetamide). Reaction SMILES: [OH:1][C:2]1[CH:7]=[CH:6][C:5]([C:8]2[CH:9]=[C:10]([C:15]3[CH:20]=CC(OCC(O)=O)=[CH:17][CH:16]=3)[NH:11][C:12](=[O:14])[N:13]=2)=[CH:4][C:3]=1[CH3:26].[O:27]1[CH2:32][CH2:31][N:30]([CH2:33][CH2:34][NH2:35])[CH2:29][CH2:28]1.[OH:36]N1C2C=CC=CC=2N=N1.CCN=C=N[CH2:51][CH2:52][CH2:53][N+](C)(C)C.[I-].Cl[CH:60](Cl)[CH3:61]>CN(C)C=O>[OH:1][C:2]1[CH:7]=[CH:6][C:5]([C:8]2[CH:9]=[C:10]([C:15]3[CH:16]=[CH:17][C:32]([O:27][CH2:28][C:29]([NH:30][CH2:33][CH2:34][N:35]4[CH2:51][CH2:52][CH2:53][CH2:61][CH2:60]4)=[O:36])=[CH:31][CH:20]=3)[NH:11][C:12](=[O:14])[N:13]=2)=[CH:4][C:3]=1[CH3:26] |f:3.4|. Procedure details: ({4-[6-(4-hydroxy-3-methylphenyl)-2-oxo-2,3-dihydropyrimidin-4-yl]phenyl}oxy)-acetic acid (Compound 266, 17 mg, 48 umol) and 2-morpholinoethanamine (5.2 mg, 40 umol) were dissolved in dichloroethane (1.25 mL) and N,N-dimethylformamide (0.79 mL). To this solution was added 1-hydroxybenzotriazole (6.8 mg, 50 umol) followed by 1-[3-(dimethylamino)propyl]-3-ethylcarbodiimide methiodide (17.8 mg, 60 umol). The reaction mixture was stirred at room temperature for 15 hours and was concentrated in vacuo...